From a dataset of the Open Reaction Database (ORD), a public repository of structured organic reaction records. describe an organic reaction: reactants, conditions, products, and yield The reactants are [OH-].[Na+] (NaOH), FC1=CC=C(C=C1)C=1N=C(SC1)C1=C(C(=O)OCC)C=CC=N1 (ethyl 2-(4-(4-fluorophenyl)thiazol-2-yl)nicotinate). Run in CO (methanol). Reaction conditions: temperature 60 celsius, time 2 hour. The product is FC1=CC=C(C=C1)C=1N=C(SC1)C1=C(C(=O)O)C=CC=N1 (2-(4-(4-Fluorophenyl)thiazol-2-yl)nicotinic acid). Yield: 90.5%. RXN SMILES: [OH-].[Na+].[F:3][C:4]1[CH:9]=[CH:8][C:7]([C:10]2[N:11]=[C:12]([C:15]3[N:25]=[CH:24][CH:23]=[CH:22][C:16]=3[C:17]([O:19]CC)=[O:18])[S:13][CH:14]=2)=[CH:6][CH:5]=1>CO>[F:3][C:4]1[CH:9]=[CH:8][C:7]([C:10]2[N:11]=[C:12]([C:15]3[N:25]=[CH:24][CH:23]=[CH:22][C:16]=3[C:17]([OH:19])=[O:18])[S:13][CH:14]=2)=[CH:6][CH:5]=1 |f:0.1|. Reported procedure: 3 ml of a 2N NaOH solution were added to a solution of ethyl 2-(4-(4-fluorophenyl)thiazol-2-yl)nicotinate (430 mg, 1.31 mmol) in 25 ml of methanol, and afterwards stirred for 2 hours at 60° C. The reaction mixture was subsequently evaporated to dryness, mixed with water and neutralized by adding 2N HCl. Filtration with suction and drying the precipitate formed resulted in 356 mg of the acid as yellow amorphous solid.